From a dataset of the Open Reaction Database (ORD), a public repository of structured organic reaction records. describe an organic reaction: reactants, conditions, products, and yield The reactants are C(C)(C)(C)OC(=O)N1[C@@H](C[C@H](C1)O[Si](C)(C)C(C)(C)C)COS(=O)(=O)C ((2S,4R)-tert-butyl-4-(tert-butyldimethylsilyloxy)-2-((methylsulfonyloxy)methyl)pyrrolidine-1-carboxylate), C(C)[BH-](CC)CC.[Li+] (lithium triethylborohydride). Run in C1CCOC1 (THF). Run at time 2 hour. Yields the product [Si](C)(C)(C(C)(C)C)O[C@@H]1C[C@H](N(C1)C(=O)OC(C)(C)C)C ((2R,4R)-tert-butyl 4-(tert-butyldimethylsilyloxy)-2-methylpyrrolidine-1-carboxylate). Reaction SMILES: [C:1]([O:5][C:6]([N:8]1[CH2:12][C@H:11]([O:13][Si:14]([C:17]([CH3:20])([CH3:19])[CH3:18])([CH3:16])[CH3:15])[CH2:10][C@H:9]1[CH2:21]OS(C)(=O)=O)=[O:7])([CH3:4])([CH3:3])[CH3:2].C([BH-](CC)CC)C.[Li+]>C1COCC1>[Si:14]([O:13][C@H:11]1[CH2:12][N:8]([C:6]([O:5][C:1]([CH3:4])([CH3:3])[CH3:2])=[O:7])[C@H:9]([CH3:21])[CH2:10]1)([C:17]([CH3:20])([CH3:19])[CH3:18])([CH3:16])[CH3:15] |f:1.2|. Procedure: A solution of (2S,4R)-tert-butyl-4-(tert-butyldimethylsilyloxy)-2-((methylsulfonyloxy)methyl)pyrrolidine-1-carboxylate (5.34 g, 13.0 mmol) in THF (30 mL) was cooled to about 0° C. and a solution of lithium triethylborohydride (1M in THF, 52 mL) was added dropwise. The ice-bath was removed and the reaction mixture was stirred at ambient temperature for about 2 hours. The reaction mixture was cooled to about 0° C. and additional lithium triethylborohydride solution (10 mL) was added. The reaction ...